Dataset: the Open Reaction Database (ORD), a public repository of structured organic reaction records. Task: describe an organic reaction: reactants, conditions, products, and yield The reactants are ClC(B1OC(C(O1)(C)C)(C)C)Cl (2-(dichloromethyl)-4,4,5,5-tetramethyl-1,3,2-dioxaborolane), C(C)[Mg]Br (ethylmagnesium bromide). Run in O1CCCC1 (tetrahydrofuran). Conditions: temperature -78 celsius, time 18 hour. Yields the product ClC(CC)B1OC(C(O1)(C)C)(C)C (2-[1(RS)-chloropropyl]-4,4,5,5-tetramethyl-1,3,2-dioxaborolane). Yield: 79.8%. RXN SMILES: [Cl:1][CH:2](Cl)[B:3]1[O:7][C:6]([CH3:9])([CH3:8])[C:5]([CH3:11])([CH3:10])[O:4]1.[CH2:13]([Mg]Br)[CH3:14]>O1CCCC1>[Cl:1][CH:2]([B:3]1[O:7][C:6]([CH3:9])([CH3:8])[C:5]([CH3:11])([CH3:10])[O:4]1)[CH2:13][CH3:14]. Procedure: 2.64 g (12.5 mmol) of 2-(dichloromethyl)-4,4,5,5-tetramethyl-1,3,2-dioxaborolane were dissolved in 30 ml of tetrahydrofuran and the solution was cooled under a nitrogen atmosphere to -78° C. 11.8 ml (12.5 mmol) of 1.06M ethylmagnesium bromide were added dropwise and the solution was stirred at room temperature for 18 hours. The solution was partitioned between ethyl acetate, saturated sodium chloride solution and 2M hydrochloric acid solution. The aqueous layer was extracted with ethyl acetate a...